Task: describe an organic reaction: reactants, conditions, products, and yield. Dataset: the Open Reaction Database (ORD), a public repository of structured organic reaction records Starting materials: ClC(Cl)Cl, CCOC(=O)CN(CC(OCC)OCC)S(=O)(=O)C=Cc1ccc(Cl)cc1, [Na+], O, O=C(O)C(F)(F)F, O=C([O-])O. Product: CCOC(=O)CN(CC=O)S(=O)(=O)C=Cc1ccc(Cl)cc1. RXN SMILES: [CH:28]([Cl:29])([Cl:30])[Cl:31].[Cl:1][c:2]1[cH:3][cH:4][c:5]([CH:6]=[CH:7][S:8](=[O:9])(=[O:10])[N:11]([CH2:12][C:13](=[O:14])[O:15][CH2:16][CH3:17])[CH2:18][CH:19]([O:20][CH2:24][CH3:25])[O:21][CH2:22][CH3:23])[cH:26][cH:27]1.[Na+:39].[OH2:44].[OH:32][C:33]([C:34]([F:35])([F:36])[F:37])=[O:38].[OH:40][C:41](=[O:42])[O-:43]>>[Cl:1][c:2]1[cH:3][cH:4][c:5]([CH:6]=[CH:7][S:8](=[O:9])(=[O:10])[N:11]([CH2:12][C:13](=[O:14])[O:15][CH2:16][CH3:17])[CH2:18][CH:19]=[O:20])[cH:26][cH:27]1.